This data is from the Open Reaction Database (ORD), a public repository of structured organic reaction records. The task is: describe an organic reaction: reactants, conditions, products, and yield Yields the product C(CC)OC1=CC=C(C2=CC=CC=C12)C=O (4-PROPOXY-1-NAPHTHALDEHYDE). Reported procedure: Prepared according to the Procedure for 2-(isopentyloxy)-1-naphthaldehyde using 4-hydroxy-1-naphthaldehyde and 1-bromopropane. Reaction SMILES: C(O[C:7]1[CH:16]=[CH:15][C:14]2[C:9](=[CH:10][CH:11]=[CH:12][CH:13]=2)[C:8]=1[CH:17]=[O:18])CC(C)C.[OH:19][C:20]1C2C(=CC=CC=2)C(C=O)=[CH:22][CH:21]=1.BrCCC>>[CH2:20]([O:19][C:15]1[C:14]2[C:9](=[CH:10][CH:11]=[CH:12][CH:13]=2)[C:8]([CH:17]=[O:18])=[CH:7][CH:16]=1)[CH2:21][CH3:22]. Reactants: C(CC(C)C)OC1=C(C2=CC=CC=C2C=C1)C=O (2-(isopentyloxy)-1-naphthaldehyde), OC1=CC=C(C2=CC=CC=C12)C=O (4-hydroxy-1-naphthaldehyde), BrCCC (1-bromopropane). Yields the product N#Cc1nccc2c(=O)c(-c3ccc(C4(N)CCC4)cc3)c(-c3ccccc3)oc12, Cl. Reactants: CC(C)(C)OC(=O)NC1(c2ccc(-c3c(-c4ccccc4)oc4c(C#N)nccc4c3=O)cc2)CCC1, C1COCCO1, ClCCl, Cl. RXN SMILES: [C:1](#[N:2])[c:3]1[n:4][cH:5][cH:6][c:7]2[c:8]1[o:9][c:10](-[c:32]1[cH:33][cH:34][cH:35][cH:36][cH:37]1)[c:11](-[c:14]1[cH:15][cH:16][c:17]([C:20]3([NH:24][C:25](=[O:26])[O:27][C:28]([CH3:29])([CH3:30])[CH3:31])[CH2:21][CH2:22][CH2:23]3)[cH:18][cH:19]1)[c:12]2=[O:13].[CH2:42]1[O:43][CH2:44][CH2:45][O:46][CH2:47]1.[Cl:39][CH2:40][Cl:41].[ClH:38]>>[C:1](#[N:2])[c:3]1[n:4][cH:5][cH:6][c:7]2[c:8]1[o:9][c:10](-[c:32]1[cH:33][cH:34][cH:35][cH:36][cH:37]1)[c:11](-[c:14]1[cH:15][cH:16][c:17]([C:20]3([NH2:24])[CH2:21][CH2:22][CH2:23]3)[cH:18][cH:19]1)[c:12]2=[O:13].[ClH:38]. Reactants: CCC=CCC=CCC=CCC=CCC=CCCCC(C)=CC(=O)OCC, CO, Cl, [Li+], [OH-], O. The product is CCC=CCC=CCC=CCC=CCC=CCCCC(C)=CC(=O)O. RXN SMILES: [CH3:1][C:2](=[CH:3][C:4](=[O:5])[O:6][CH2:7][CH3:8])[CH2:9][CH2:10][CH2:11][CH:12]=[CH:13][CH2:14][CH:15]=[CH:16][CH2:17][CH:18]=[CH:19][CH2:20][CH:21]=[CH:22][CH2:23][CH:24]=[CH:25][CH2:26][CH3:27].[CH3:31][OH:32].[ClH:30].[Li+:29].[OH-:28].[OH2:33]>>[CH3:1][C:2](=[CH:3][C:4](=[O:5])[OH:6])[CH2:9][CH2:10][CH2:11][CH:12]=[CH:13][CH2:14][CH:15]=[CH:16][CH2:17][CH:18]=[CH:19][CH2:20][CH:21]=[CH:22][CH2:23][CH:24]=[CH:25][CH2:26][CH3:27]. Procedure: Ex-8i) A sample of (±)-2-Acetylamino-6-(1-imino-2-fluoroethylamino)-hex-4-ynoic acid hydrochloride (3 g) is treated with concentrated HCl and then pyridine to afford (±)-2-Amino-6-(1-imino-2-fluoroethylamino)-hex-4-ynoic acid dihydrochloride. Starting materials: Cl.C(C)(=O)NC(C(=O)O)CC#CCNC(CF)=N ((±)-2-Acetylamino-6-(1-imino-2-fluoroethylamino)-hex-4-ynoic acid hydrochloride), Cl (HCl). The product is Cl.Cl.NC(C(=O)O)CC#CCNC(CF)=N ((±)-2-Amino-6-(1-imino-2-fluoroethylamino)-hex-4-ynoic acid dihydrochloride). As a reaction SMILES: [ClH:1].C([NH:5][CH:6]([CH2:10][C:11]#[C:12][CH2:13][NH:14][C:15](=[NH:18])[CH2:16][F:17])[C:7]([OH:9])=[O:8])(=O)C.Cl>N1C=CC=CC=1>[ClH:1].[ClH:1].[NH2:5][CH:6]([CH2:10][C:11]#[C:12][CH2:13][NH:14][C:15](=[NH:18])[CH2:16][F:17])[C:7]([OH:9])=[O:8] |f:0.1,4.5.6|. Solvent: N1=CC=CC=C1 (pyridine). The reactants are C(C1=CC=CC=C1)OC1=C(C=CC=C1)/C=C/C1=CC(=C(C(=O)O)C=C1)O (4-[2-(2-Benzyloxyphenyl)-(E)-ethenyl]-2-hydroxybenzoic acid), C(C1=CC=CC=C1)OC1=C(C=CC=C1)CCC1=C(C=C(C(=O)OC)C=C1)N (methyl 4-[2-(2-benzyloxyphenyl)ethyl]-3-aminobenzoate). The product is C(C1=CC=CC=C1)OC1=C(C=CC=C1)CCC1=CC(=C(C(=O)OC)C=C1)O (Methyl 4-[2-(2-benzyloxyphenyl)ethyl]-2-hydroxybenzoate). Reaction SMILES: [CH2:1]([O:8][C:9]1[CH:14]=[CH:13][CH:12]=[CH:11][C:10]=1/[CH:15]=[CH:16]/[C:17]1[CH:25]=[CH:24][C:20]([C:21]([OH:23])=[O:22])=[C:19]([OH:26])[CH:18]=1)[C:2]1[CH:7]=[CH:6][CH:5]=[CH:4][CH:3]=1.[CH2:27](OC1C=CC=CC=1CCC1C=CC(C(OC)=O)=CC=1N)C1C=CC=CC=1>>[CH2:1]([O:8][C:9]1[CH:14]=[CH:13][CH:12]=[CH:11][C:10]=1[CH2:15][CH2:16][C:17]1[CH:25]=[CH:24][C:20]([C:21]([O:23][CH3:27])=[O:22])=[C:19]([OH:26])[CH:18]=1)[C:2]1[CH:3]=[CH:4][CH:5]=[CH:6][CH:7]=1. Procedure details: Methyl 4-[2-(2-benzyloxyphenyl)ethyl]-2-hydroxybenzoate was prepared from a Z/E mixture of methyl 4-[2-(2-benzyloxyphenyl)-ethenyl]-2-hydroxybenzoate (prepared as described in Example 10) using the hydrogenation method described in Example 10 for the synthesis of methyl 4-[2-(2-benzyloxyphenyl)ethyl]-3-aminobenzoate. Reactants: CN(C(=O)C=1N=C(N2C1CN(CC2)C(=O)OC(C)(C)C)C(F)(F)F)C (tert-butyl 1-(dimethylcarbamoyl)-3-(trifluoromethyl)-6,8-dihydro-5H-imidazo[1,5-a]pyrazine-7-carboxylate), Cl (hydrogen chloride). The solvent is solution, O1CCOCC1 (1,4-dioxane). Conditions: time 12 hour. Yields the product Cl.CN(C(=O)C=1N=C(N2C1CNCC2)C(F)(F)F)C (N,N-dimethyl-3-(trifluoromethyl)-5,6,7,8-tetrahydro imidazo[1,5-a]pyrazine-1-carboxamide hydrochloride). As a reaction SMILES: [CH3:1][N:2]([CH3:25])[C:3]([C:5]1[N:6]=[C:7]([C:21]([F:24])([F:23])[F:22])[N:8]2[CH2:13][CH2:12][N:11](C(OC(C)(C)C)=O)[CH2:10][C:9]=12)=[O:4].[ClH:26]>O1CCOCC1>[ClH:26].[CH3:1][N:2]([CH3:25])[C:3]([C:5]1[N:6]=[C:7]([C:21]([F:24])([F:22])[F:23])[N:8]2[CH2:13][CH2:12][NH:11][CH2:10][C:9]=12)=[O:4] |f:3.4|. Reported procedure: Crude tert-butyl 1-(dimethylcarbamoyl)-3-(trifluoromethyl)-6,8-dihydro-5H-imidazo[1,5-c]pyrazine-7-carboxylate 22a (362 mg, 1 mmol) was dissolved in 3 mL of a 2 M solution of hydrogen chloride in 1,4-dioxane. After stirring for 12 hours, the reaction mixture was concentrated under reduced pressure to obtain crude N,N-dimethyl-3-(trifluoromethyl)-5,6,7,8-tetrahydro imidazo[1,5-a]pyrazine-1-carboxamide hydrochloride 22b (262 mg) as a light yellow solid. The product was used directly in the next re...